Dataset: the Open Reaction Database (ORD), a public repository of structured organic reaction records. Task: describe an organic reaction: reactants, conditions, products, and yield Starting materials: C#CCBr, CS(C)=O, [H-], [Na+], O, Cc1c(-c2ccccc2)n(-c2cccc(O)c2)c(-c2ccccc2)cc1=O. Yields the product C#CCOc1cccc(-n2c(-c3ccccc3)cc(=O)c(C)c2-c2ccccc2)c1. Reaction SMILES: [CH2:30]([C:31]#[CH:32])[Br:33].[CH3:35][S:36]([CH3:37])=[O:38].[H-:1].[Na+:2].[OH2:34].[OH:3][c:4]1[cH:5][c:6](-[n:10]2[c:11](-[c:24]3[cH:25][cH:26][cH:27][cH:28][cH:29]3)[c:12]([CH3:23])[c:13](=[O:22])[cH:14][c:15]2-[c:16]2[cH:17][cH:18][cH:19][cH:20][cH:21]2)[cH:7][cH:8][cH:9]1>>[O:3]([c:4]1[cH:5][c:6](-[n:10]2[c:11](-[c:24]3[cH:25][cH:26][cH:27][cH:28][cH:29]3)[c:12]([CH3:23])[c:13](=[O:22])[cH:14][c:15]2-[c:16]2[cH:17][cH:18][cH:19][cH:20][cH:21]2)[cH:7][cH:8][cH:9]1)[CH2:32][C:31]#[CH:30]. Reactants: CN1CCN(c2ccc(N)cc2)CC1, O=Cc1cnn2ccc(Cl)nc12, C1COCCO1. Product: CN1CCN(c2ccc(Nc3ccn4ncc(C=O)c4n3)cc2)CC1. RXN SMILES: [CH3:13][N:14]1[CH2:15][CH2:16][N:17]([c:20]2[cH:21][cH:22][c:23]([NH2:24])[cH:25][cH:26]2)[CH2:18][CH2:19]1.[Cl:1][c:2]1[n:3][c:4]2[n:5]([cH:6][cH:7]1)[n:8][cH:9][c:10]2[CH:11]=[O:12].[O:27]1[CH2:28][CH2:29][O:30][CH2:31][CH2:32]1>>[c:2]1([NH:24][c:23]2[cH:22][cH:21][c:20]([N:17]3[CH2:16][CH2:15][N:14]([CH3:13])[CH2:19][CH2:18]3)[cH:26][cH:25]2)[n:3][c:4]2[n:5]([cH:6][cH:7]1)[n:8][cH:9][c:10]2[CH:11]=[O:12]. The reactants are OC1=CC=C2C=C(C=C(C2=C1)C#N)C1=CC=C(C=C1)OC (7-hydroxy-3-(4-methoxyphenyl)-1-naphthonitrile), C1CC(=O)N(C1=O)Br (NBS). Solvent: C1CCOC1 (THF). The product is BrC=1C(=CC=C2C=C(C=C(C12)C#N)C1=CC=C(C=C1)OC)O (8-Bromo-7-hydroxy-3-(4-methoxyphenyl)-1-naphthonitrile), yellow solid. The yield is 39.0%. Reaction SMILES: [OH:1][C:2]1[CH:11]=[C:10]2[C:5]([CH:6]=[C:7]([C:14]3[CH:19]=[CH:18][C:17]([O:20][CH3:21])=[CH:16][CH:15]=3)[CH:8]=[C:9]2[C:12]#[N:13])=[CH:4][CH:3]=1.C1C(=O)N([Br:29])C(=O)C1>C1COCC1>[Br:29][C:11]1[C:2]([OH:1])=[CH:3][CH:4]=[C:5]2[C:10]=1[C:9]([C:12]#[N:13])=[CH:8][C:7]([C:14]1[CH:19]=[CH:18][C:17]([O:20][CH3:21])=[CH:16][CH:15]=1)=[CH:6]2. Procedure: The title compound was prepared by reacting 7-hydroxy-3-(4-methoxyphenyl)-1-naphthonitrile (0.160 g, 0.58 mmol) with NBS (0.12 g, 0.70 mmol) in THF (10 mL) according to method C to yield 0.080 g (39%) of a yellow solid: mp 145-146° C.; 1H NMR (DMSO-d6): δ 3.83 (3H, s), 7.08 (2H, d, J=8.79 Hz), 7.42 (1H, d, J=8.79 Hz), 7.84 (2H, d, J=8.79 Hz), 8.04 (1H, d, J=8.79 Hz), 8.42 (1H, d, J=1.95 Hz), 8.53 (1H, d, J=1.95 Hz), 11.21 (1H, s); MS (ESI) m/z 354/356 (M+H+; MS (ESI) m/z 352/354 (M−H)−. Starting materials: FC(C=1C=C(C=CC1)S(=O)(=O)NC1=C(C(=O)NCCCN2C=NC=C2)C=CC=C1)(F)F (2-(3-Trifluoromethylbenzenesulphonamido)-N-(3-imidazol-1-ylpropyl)benzamide), Cl (hydrochloric acid). Run in C(C)(C)O (isopropanol). Product: Cl.FC(C=1C=C(C=CC1)S(=O)(=O)NC1=C(C(=O)NCCCN2C=NC=C2)C=CC=C1)(F)F (2-(3-trifluoromethylbenzenesulphonamido)-N-(3-imidazol-1-ylpropyl)benzamide hydrochloride). RXN SMILES: [F:1][C:2]([F:31])([F:30])[C:3]1[CH:4]=[C:5]([S:9]([NH:12][C:13]2[CH:29]=[CH:28][CH:27]=[CH:26][C:14]=2[C:15]([NH:17][CH2:18][CH2:19][CH2:20][N:21]2[CH:25]=[CH:24][N:23]=[CH:22]2)=[O:16])(=[O:11])=[O:10])[CH:6]=[CH:7][CH:8]=1.[ClH:32]>C(O)(C)C>[ClH:32].[F:30][C:2]([F:1])([F:31])[C:3]1[CH:4]=[C:5]([S:9]([NH:12][C:13]2[CH:29]=[CH:28][CH:27]=[CH:26][C:14]=2[C:15]([NH:17][CH2:18][CH2:19][CH2:20][N:21]2[CH:25]=[CH:24][N:23]=[CH:22]2)=[O:16])(=[O:11])=[O:10])[CH:6]=[CH:7][CH:8]=1 |f:3.4|. Reported procedure: 2-(3-Trifluoromethylbenzenesulphonamido)-N-(3-imidazol-1-ylpropyl)benzamide (9.0 g) was dissolved in hot isopropanol (90 ml). Concentrated aqueous hydrochloric acid (2.0 ml) was added. The resultant solution was evaporated to yield an oil which was recrystallised from ethyl acetate to give 2-(3-trifluoromethylbenzenesulphonamido)-N-(3-imidazol-1-ylpropyl)benzamide hydrochloride (9.3 g) in the form of a white solid, m.p. 173°-175° C. The reactants are CO, COC(=O)CC(=O)c1cc(OC)c2c(c1)OCO2. Product: COC(=O)CC(O)c1cc(OC)c2c(c1)OCO2. As a reaction SMILES: [CH3:19][OH:20].[CH3:1][O:2][c:3]1[cH:4][c:5]([C:6](=[O:7])[CH2:8][C:9](=[O:10])[O:11][CH3:12])[cH:13][c:14]2[c:15]1[O:16][CH2:17][O:18]2>>[CH3:1][O:2][c:3]1[cH:4][c:5]([CH:6]([OH:7])[CH2:8][C:9](=[O:10])[O:11][CH3:12])[cH:13][c:14]2[c:15]1[O:16][CH2:17][O:18]2.